Task: describe an organic reaction: reactants, conditions, products, and yield. Dataset: the Open Reaction Database (ORD), a public repository of structured organic reaction records Starting materials: Cc1cc(OCC2(CON)CC2)cc(OS(=O)(=O)c2ccccc2S(C)(=O)=O)c1, CN(C)C=O, Cl, N=C(N)c1cc[nH]n1. Yields the product Cc1cc(OCC2(CONC(=N)N)CC2)cc(OS(=O)(=O)c2ccccc2S(C)(=O)=O)c1, Cl. Reaction SMILES: [CH3:1][c:2]1[cH:3][c:4]([O:16][S:17](=[O:18])(=[O:19])[c:20]2[c:21]([S:26](=[O:27])(=[O:28])[CH3:29])[cH:22][cH:23][cH:24][cH:25]2)[cH:5][c:6]([O:7][CH2:8][C:9]2([CH2:12][O:13][NH2:14])[CH2:10][CH2:11]2)[cH:15]1.[CH3:39][N:40]([CH3:41])[CH:42]=[O:43].[ClH:30].[nH:31]1[cH:32][cH:33][c:34]([C:36](=[NH:37])[NH2:38])[n:35]1>>[CH3:1][c:2]1[cH:3][c:4]([O:16][S:17](=[O:18])(=[O:19])[c:20]2[c:21]([S:26](=[O:27])(=[O:28])[CH3:29])[cH:22][cH:23][cH:24][cH:25]2)[cH:5][c:6]([O:7][CH2:8][C:9]2([CH2:12][O:13][NH:14][C:36](=[NH:37])[NH2:38])[CH2:10][CH2:11]2)[cH:15]1.[ClH:30]. The reactants are CC=1C=NC=2C1NC(=NC2)C2CCNC(C2)C2=CC=CC=C2 (7-methyl-6-phenyl-4-piperidylpyrrolo[3,2-d]pyrimidine), CCOC(=O)C (EtOAc), Cl (HCl). The solvent is CO (MeOH). The product is Cl.CC=1C=NC=2C1NC(=NC2)C2CCNC(C2)C2=CC=CC=C2 (7-Methyl-6-phenyl-4-piperidylpyrrolo[3,2-d]pyrimidine Hydrochloride). The yield is 93.3%. Reaction SMILES: [CH3:1][C:2]1[CH:3]=[N:4][C:5]2[C:6]=1[NH:7][C:8]([CH:11]1[CH2:16][CH:15]([C:17]3[CH:22]=[CH:21][CH:20]=[CH:19][CH:18]=3)[NH:14][CH2:13][CH2:12]1)=[N:9][CH:10]=2.CCOC(C)=O.[ClH:29]>CO>[ClH:29].[CH3:1][C:2]1[CH:3]=[N:4][C:5]2[C:6]=1[NH:7][C:8]([CH:11]1[CH2:16][CH:15]([C:17]3[CH:22]=[CH:21][CH:20]=[CH:19][CH:18]=3)[NH:14][CH2:13][CH2:12]1)=[N:9][CH:10]=2 |f:4.5|. Procedure: Using the method described in Example 30 by employing (1-phenylbut-1-enyl)pyrrolidine (freshly prepared before use) (2.10 g, 11.3 mmol), 4,6-dichloro-5-nitropyrimidine (Aldrich Chemical Company) (2.18 g, 11.3 mmol), N,N-diisopropylethyl amine (Aldrich Chemical Company) (2.0 mL, 11.3 mmol), piperidine (1.8 mL, 18.1 mmol), NEt3 (Aldrich Chemical Company) (2.0 mL) and SnCl2 (Aldrich Chemical Company) (34 mL of a 2M solution in DMF). The residue was purified by flash chromatography on silica gel wit... Reactants: C1CCOC1, CCOC(C)=O, NCCO, COC(=O)c1nc(Br)cnc1N. Product: Nc1ncc(Br)nc1C(=O)NCCO. As a reaction SMILES: [CH2:17]1[O:18][CH2:19][CH2:20][CH2:21]1.[CH3:22][CH2:23][O:24][C:25](=[O:26])[CH3:27].[NH2:13][CH2:14][CH2:15][OH:16].[NH2:1][c:2]1[c:3]([C:9]([O:11][CH3:10])=[O:12])[n:4][c:5]([Br:8])[cH:6][n:7]1>>[NH2:1][c:2]1[c:3]([C:9](=[O:11])[NH:13][CH2:14][CH2:15][OH:16])[n:4][c:5]([Br:8])[cH:6][n:7]1. Starting materials: C(C(O)C1=CC=CC=C1)(=O)OC (methyl mandelate), N1C=NC(=C1)C(=O)N (4-imidazolecarboxamide). Yields the product C(N)(=O)C=1N=CN(C1)C(C(=O)OC)C1=CC=CC=C1 (Methyl α-(4-carbamoyl-1-imidazolyl)phenylacetate). RXN SMILES: [C:1]([O:11][CH3:12])(=[O:10])[CH:2]([C:4]1[CH:9]=[CH:8][CH:7]=[CH:6][CH:5]=1)O.[NH:13]1[CH:17]=[C:16]([C:18]([NH2:20])=[O:19])[N:15]=[CH:14]1>>[C:18]([C:16]1[N:15]=[CH:14][N:13]([CH:2]([C:4]2[CH:9]=[CH:8][CH:7]=[CH:6][CH:5]=2)[C:1]([O:11][CH3:12])=[O:10])[CH:17]=1)(=[O:19])[NH2:20]. Procedure details: Methyl α-(4-carbamoyl-1-imidazolyl)phenylacetate was prepared from methyl mandelate and 4-imidazolecarboxamide obtained in Preparation 1.